Dataset: the Open Reaction Database (ORD), a public repository of structured organic reaction records. Task: describe an organic reaction: reactants, conditions, products, and yield Starting materials: C(C)(C)(C)OC(=O)N1[C@@H](CCC1)COC=1C=NC=C(C1)N1CCC(CC1)CCOC1=CC=CC=C1 (3-[[1-(tert-butoxycarbonyl)-2(S)-pyrrolidinyl]methoxy]-5-[4-(2-phenoxyethyl)-1-piperidinyl]pyridine), Cl.CCOCC (HCl ether). Solvent: CO (MeOH). Reaction conditions: time 8 hour. Yields the product Cl.O(C1=CC=CC=C1)CCC1CCN(CC1)C=1C=NC=C(C1)OC[C@H]1NCCC1 (3-[4-(2-Phenoxyethyl)-1-piperidinyl]-5-[(2(S)-pyrrolidinyl)methoxy]pyridine Hydrochloride). As a reaction SMILES: C(OC([N:8]1[CH2:12][CH2:11][CH2:10][C@H:9]1[CH2:13][O:14][C:15]1[CH:16]=[N:17][CH:18]=[C:19]([N:21]2[CH2:26][CH2:25][CH:24]([CH2:27][CH2:28][O:29][C:30]3[CH:35]=[CH:34][CH:33]=[CH:32][CH:31]=3)[CH2:23][CH2:22]2)[CH:20]=1)=O)(C)(C)C.[ClH:36].CCOCC>CO>[ClH:36].[O:29]([CH2:28][CH2:27][CH:24]1[CH2:25][CH2:26][N:21]([C:19]2[CH:18]=[N:17][CH:16]=[C:15]([O:14][CH2:13][C@@H:9]3[CH2:10][CH2:11][CH2:12][NH:8]3)[CH:20]=2)[CH2:22][CH2:23]1)[C:30]1[CH:31]=[CH:32][CH:33]=[CH:34][CH:35]=1 |f:1.2,4.5|. Reported procedure: To a solution of 3-[[1-(tert-butoxycarbonyl)-2(S)-pyrrolidinyl]methoxy]-5-[4-(2-phenoxyethyl)-1-piperidinyl]pyridine (150 mg, 0.31 mmol) in MeOH (0.5 mL) was added 2N anhydrous HCl/ether (2 mL) under Ar at room temperature. The mixture was stirred at room temperature overnight. After the solvent was evaporated, the residue was dissolved in deionized water. The aqueous solution was washed twice with EtOAc, then filtered over a cotton plug. The water was removed under reduced pressure at 35° C., a... Product: ClC(=O)OC(C)C1=C(C=C2C(=C1)OCO2)[N+](=O)[O-] (1-(4,5- methylenedioxy-2-nitrophenyl)ethyl chloroformate). Conditions: time 8 hour. RXN SMILES: [C:1](Cl)([Cl:3])=[O:2].[CH2:5]1[O:13][C:12]2[C:7](=[CH:8][C:9]([N+:17]([O-:19])=[O:18])=[C:10]([CH:14]([OH:16])[CH3:15])[CH:11]=2)[O:6]1.CCOCC.CCCCCC>C1COCC1>[Cl:3][C:1]([O:16][CH:14]([C:10]1[CH:11]=[C:12]2[O:13][CH2:5][O:6][C:7]2=[CH:8][C:9]=1[N+:17]([O-:19])=[O:18])[CH3:15])=[O:2] |f:2.3|. Reported procedure: Phosgene (500 mL of 20% w/v in toluene from Fluka: 965 mmole; 4 eq.) was added slowly to a cold, stirring solution of 50 g (237 mmole; 1 eq.) of 1-(4,5-methylenedioxy-2-nitrophenyl)ethanol in 400 mL dry THF. The solution was stirred overnight at ambient temperature at which point TLC.(20% Et2O/hexane) indicated >95% conversion. The mixture was evaporated (an oil-less pump with downstream aqueous NaOH trap is recommended to remove the excess phosgene) to afford a viscous brown oil. Purification w... Yield: 84.8%. Solvent: C1CCOC1 (THF). Starting materials: C(=O)(Cl)Cl (Phosgene), C1OC2=CC(=C(C=C2O1)C(C)O)[N+](=O)[O-] (1-(4,5-methylenedioxy-2-nitrophenyl)ethanol), CCOCC.CCCCCC (Et2O hexane).